Dataset: the Open Reaction Database (ORD), a public repository of structured organic reaction records. Task: describe an organic reaction: reactants, conditions, products, and yield Reactants: [H-].[Na+] (sodium hydride), ice water, C(C1=CC=CC=C1)OC=1C=2N(C=C(C1)CO)C(=C(N2)C)C (8-benzyloxy-6-hydroxymethyl-2,3-dimethylimidazo[1,2-a]pyridine), CI (methyl iodide). Run in paraffin, CN(C=O)C (dimethylformamide). Reaction conditions: time 30 minute. Product: C(C1=CC=CC=C1)OC=1C=2N(C=C(C1)COC)C(=C(N2)C)C (8-Benzyloxy-6-methoxymethyl-2,3-dimethylimidazo[1,2-a]pyridine). Reaction SMILES: [CH2:1]([O:8][C:9]1[C:10]2[N:11]([C:17]([CH3:21])=[C:18]([CH3:20])[N:19]=2)[CH:12]=[C:13]([CH2:15][OH:16])[CH:14]=1)[C:2]1[CH:7]=[CH:6][CH:5]=[CH:4][CH:3]=1.[H-].[Na+].[CH3:24]I>CN(C)C=O>[CH2:1]([O:8][C:9]1[C:10]2[N:11]([C:17]([CH3:21])=[C:18]([CH3:20])[N:19]=2)[CH:12]=[C:13]([CH2:15][O:16][CH3:24])[CH:14]=1)[C:2]1[CH:3]=[CH:4][CH:5]=[CH:6][CH:7]=1 |f:1.2|. Reported procedure: A suspension of 1.2 g of 8-benzyloxy-6-hydroxymethyl-2,3-dimethylimidazo[1,2-a]pyridine in 12 ml of dimethylformamide is treated with 0.36 g of 60% strength sodium hydride in paraffin under an inert gas atmosphere, stirred for 30 minutes at room temperature until the evolution of gas is complete, and then treated at room temperature with 0.56 ml of methyl iodide. After a reaction time of one hour, it is poured onto 100 ml of ice water and extracted 3 times with 100 ml of ethyl acetate each time....